This data is from the Open Reaction Database (ORD), a public repository of structured organic reaction records. The task is: describe an organic reaction: reactants, conditions, products, and yield The reactants are O[C@@H]1C=C2C=CC3=C4CC[C@@H]([C@@]4(C)CC[C@@H]3[C@]2(CC1)CO)O (3β,17β,19-trihydroxyandrosta-4,6,8(14)-triene), C(C)(=O)OC(C)=O (acetic anhydride). Run in N1=CC=CC=C1 (pyridine). Reaction conditions: time 16 hour. Product: C(C)(=O)O[C@@H]1C=C2C=CC3=C4CC[C@@H]([C@@]4(C)CC[C@@H]3[C@]2(CC1)COC(C)=O)OC(C)=O (3β,17β,19-triacetoxyandrosta-4,6,8(14)-triene). As a reaction SMILES: [OH:1][C@H:2]1[CH2:19][CH2:18][C@@:17]2([CH2:20][OH:21])[C:4]([CH:5]=[CH:6][C:7]3[C@@H:16]2[CH2:15][CH2:14][C@@:12]2([CH3:13])[C:8]=3[CH2:9][CH2:10][C@@H:11]2[OH:22])=[CH:3]1.C(O[C:27](=[O:29])[CH3:28])(=O)C>N1C=CC=CC=1>[C:2]([O:1][C@H:2]1[CH2:19][CH2:18][C@@:17]2([CH2:20][O:21][C:20](=[O:21])[CH3:17])[C:4]([CH:5]=[CH:6][C:7]3[C@@H:16]2[CH2:15][CH2:14][C@@:12]2([CH3:13])[C:8]=3[CH2:9][CH2:10][C@@H:11]2[O:22][C:27](=[O:29])[CH3:28])=[CH:3]1)(=[O:1])[CH3:3]. Procedure details: A mixture of 500 mg of 3β,17β,19-trihydroxyandrosta-4,6,8(14)-triene, 1.0 ml of pyridine and 0.5 ml of acetic anhydride was left to stand at room temperature for 16 hours in an atmosphere of nitrogen. Dilution with water, followed by extraction with ether and concentration at reduced pressure gave 3β,17β,19-triacetoxyandrosta-4,6,8(14)-triene as a white crystalline product. The reactants are COC(=O)c1ccc(-c2nn(C(c3ccccc3)(c3ccccc3)c3ccccc3)cc2-c2ccc3ncc(-c4ccc(SC)s4)n3c2)cc1, CCOC(=O)c1ccc(-c2nn(C(c3ccccc3)(c3ccccc3)c3ccccc3)cc2-c2ccc3ncc(-c4ccc(SC)s4)n3c2)cc1. Product: CSc1ccc(-c2cnc3ccc(-c4cn(C(c5ccccc5)(c5ccccc5)c5ccccc5)nc4-c4ccc(CO)cc4)cn23)s1. As a reaction SMILES: [CH3:1][S:2][c:3]1[cH:4][cH:5][c:6](-[c:8]2[cH:9][n:10][c:11]3[n:12]2[cH:13][c:14](-[c:17]2[c:18](-[c:41]4[cH:42][cH:43][c:44]([C:45](=[O:46])[O:47][CH3:48])[cH:49][cH:50]4)[n:19][n:20]([C:22]([c:23]4[cH:24][cH:25][cH:26][cH:27][cH:28]4)([c:29]4[cH:30][cH:31][cH:32][cH:33][cH:34]4)[c:35]4[cH:36][cH:37][cH:38][cH:39][cH:40]4)[cH:21]2)[cH:15][cH:16]3)[s:7]1.[CH3:51][S:52][c:53]1[s:54][c:55](-[c:56]2[n:57]3[cH:58][c:59](-[c:60]4[c:61](-[c:62]5[cH:63][cH:64][c:65]([C:66]([O:67][CH2:68][CH3:69])=[O:70])[cH:71][cH:72]5)[n:73][n:74]([C:75]([c:76]5[cH:77][cH:78][cH:79][cH:80][cH:81]5)([c:82]5[cH:83][cH:84][cH:85][cH:86][cH:87]5)[c:88]5[cH:89][cH:90][cH:91][cH:92][cH:93]5)[cH:94]4)[cH:95][cH:96][c:97]3[n:98][cH:99]2)[cH:100][cH:101]1>>[CH3:1][S:2][c:3]1[cH:4][cH:5][c:6](-[c:8]2[cH:9][n:10][c:11]3[n:12]2[cH:13][c:14](-[c:17]2[c:18](-[c:41]4[cH:42][cH:43][c:44]([CH2:45][OH:46])[cH:49][cH:50]4)[n:19][n:20]([C:22]([c:23]4[cH:24][cH:25][cH:26][cH:27][cH:28]4)([c:29]4[cH:30][cH:31][cH:32][cH:33][cH:34]4)[c:35]4[cH:36][cH:37][cH:38][cH:39][cH:40]4)[cH:21]2)[cH:15][cH:16]3)[s:7]1. The reactants are BrC=1C=C(C=O)C=CC1O (3-Bromo-4-hydroxybenzaldehyde), C(C=C)Br (allyl bromide), C([O-])([O-])=O.[K+].[K+] (potassium carbonate). The solvent is CC(=O)C (acetone). Yields the product BrC=1C=C(C=O)C=CC1OCC=C (3-bromo-4-(2-propenyloxy)benzaldehyde). RXN SMILES: [Br:1][C:2]1[CH:3]=[C:4]([CH:7]=[CH:8][C:9]=1[OH:10])[CH:5]=[O:6].[CH2:11](Br)[CH:12]=[CH2:13].C(=O)([O-])[O-].[K+].[K+]>CC(C)=O>[Br:1][C:2]1[CH:3]=[C:4]([CH:7]=[CH:8][C:9]=1[O:10][CH2:13][CH:12]=[CH2:11])[CH:5]=[O:6] |f:2.3.4|. Reported procedure: 3-Bromo-4-hydroxybenzaldehyde (20.1 g, 0.100 mol) and allyl bromide (14.5 g, 0.120 mol) were heated under reflux together with potassium carbonate (20.7 g, 0.150 mol) in 150 ml acetone (abs.) for 8 hours. After cooling, the solid was filtered off and washed with acetone. After complete concentration of the organic phase, there was obtained an oily residue that was used directly in the second step without further purification.